This data is from the Open Reaction Database (ORD), a public repository of structured organic reaction records. The task is: describe an organic reaction: reactants, conditions, products, and yield Run in O (water), CC(=O)C (acetone). The reactants are Na2HPO4 dihydrate, NaH2PO4 dihydrate, C(C)(=O)NC(C(=O)OC)CC1=CC(=C(C(=C1)C)O)Cl (methyl 2-acetylamino-3-(3-chloro-4-hydroxy-5-methyl-phenyl)-propionate), [OH-].[Na+] (NaOH). Run at temperature 37 celsius. Reaction SMILES: [C:1]([NH:4][CH:5]([CH2:10][C:11]1[CH:16]=[C:15]([CH3:17])[C:14]([OH:18])=[C:13]([Cl:19])[CH:12]=1)[C:6]([O:8][CH3:9])=[O:7])(=[O:3])[CH3:2].[OH-].[Na+]>O.CC(C)=O>[C:1]([NH:4][C@H:5]([CH2:10][C:11]1[CH:16]=[C:15]([CH3:17])[C:14]([OH:18])=[C:13]([Cl:19])[CH:12]=1)[C:6]([O:8][CH3:9])=[O:7])(=[O:3])[CH3:2] |f:1.2|. The product is C(C)(=O)N[C@@H](C(=O)OC)CC1=CC(=C(C(=C1)C)O)Cl (methyl(R)-2-acetylamino-3-(3-chloro-4-hydroxy-5-methyl-phenyl)-propionate). Reported procedure: 6.0 mL Alcalase 2.4 L FG (Novozymes A/S; DK 2880 Bagsvaerd) was added to a warm solution (37° C.) of 7.2 g (40.4 mmol) Na2HPO4 dihydrate in 100 mL water and by the addition of NaH2PO4 dihydrate the pH was adjusted to 7.5. Then a solution of 5.5 g (19.2 mmol) methyl 2-acetylamino-3-(3-chloro-4-hydroxy-5-methyl-phenyl)-propionate in 50 mL acetone was added dropwise with stirring at 37° C. The pH value of the reaction mixture was kept constantly in the range from pH 7.4-7.6 by the addition of 1 M N...